This data is from the Open Reaction Database (ORD), a public repository of structured organic reaction records. The task is: describe an organic reaction: reactants, conditions, products, and yield The reactants are CCNCc1cc(Br)ccc1OCc1ccccc1, CN1CCCC1=O, CCOC(C)=O, NC(=O)c1ccc(Cl)nn1, Cl, [Na+], O=C([O-])O, O. Yields the product CCN(Cc1cc(Br)ccc1OCc1ccccc1)c1ccc(C(N)=O)nn1. RXN SMILES: [CH2:2]([CH3:3])[NH:4][CH2:5][c:6]1[c:7]([O:13][CH2:14][c:15]2[cH:16][cH:17][cH:18][cH:19][cH:20]2)[cH:8][cH:9][c:10]([Br:12])[cH:11]1.[CH3:37][N:38]1[CH2:39][CH2:40][CH2:41][C:42]1=[O:43].[CH3:44][CH2:45][O:46][C:47](=[O:48])[CH3:49].[Cl:21][c:22]1[cH:23][cH:24][c:25]([C:28](=[O:29])[NH2:30])[n:26][n:27]1.[ClH:1].[Na+:35].[O-:31][C:32]([OH:33])=[O:34].[OH2:36]>>[CH2:2]([CH3:3])[N:4]([CH2:5][c:6]1[c:7]([O:13][CH2:14][c:15]2[cH:16][cH:17][cH:18][cH:19][cH:20]2)[cH:8][cH:9][c:10]([Br:12])[cH:11]1)[c:22]1[cH:23][cH:24][c:25]([C:28](=[O:29])[NH2:30])[n:26][n:27]1. Starting materials: CCOC(=O)C(CC1CC1)c1cc(Cl)c(OCC(F)(F)F)c(Br)c1, Cc1ccc(B(O)O)cc1, COCCOC, [Cs+], [F-], [Pd], c1ccc(P(c2ccccc2)c2ccccc2)cc1, c1ccc(P(c2ccccc2)c2ccccc2)cc1, c1ccc(P(c2ccccc2)c2ccccc2)cc1, c1ccc(P(c2ccccc2)c2ccccc2)cc1. Yields the product CCOC(=O)C(CC1CC1)c1cc(Cl)c(OCC(F)(F)F)c(-c2ccc(C)cc2)c1. As a reaction SMILES: [Br:1][c:2]1[cH:3][c:4]([CH:15]([C:16](=[O:17])[O:18][CH2:19][CH3:20])[CH2:21][CH:22]2[CH2:23][CH2:24]2)[cH:5][c:6]([Cl:14])[c:7]1[O:8][CH2:9][C:10]([F:11])([F:12])[F:13].[CH3:25][c:26]1[cH:27][cH:28][c:29]([B:32]([OH:33])[OH:34])[cH:30][cH:31]1.[CH3:37][O:38][CH2:39][CH2:40][O:41][CH3:42].[Cs+:36].[F-:35].[Pd:119].[c:100]1([P:101]([c:102]2[cH:103][cH:104][cH:105][cH:106][cH:107]2)[c:108]2[cH:109][cH:110][cH:111][cH:112][cH:113]2)[cH:114][cH:115][cH:116][cH:117][cH:118]1.[c:43]1([P:44]([c:45]2[cH:46][cH:47][cH:48][cH:49][cH:50]2)[c:51]2[cH:52][cH:53][cH:54][cH:55][cH:56]2)[cH:57][cH:58][cH:59][cH:60][cH:61]1.[c:62]1([P:63]([c:64]2[cH:65][cH:66][cH:67][cH:68][cH:69]2)[c:70]2[cH:71][cH:72][cH:73][cH:74][cH:75]2)[cH:76][cH:77][cH:78][cH:79][cH:80]1.[c:81]1([P:82]([c:83]2[cH:84][cH:85][cH:86][cH:87][cH:88]2)[c:89]2[cH:90][cH:91][cH:92][cH:93][cH:94]2)[cH:95][cH:96][cH:97][cH:98][cH:99]1>>[c:2]1(-[c:29]2[cH:28][cH:27][c:26]([CH3:25])[cH:31][cH:30]2)[cH:3][c:4]([CH:15]([C:16](=[O:17])[O:18][CH2:19][CH3:20])[CH2:21][CH:22]2[CH2:23][CH2:24]2)[cH:5][c:6]([Cl:14])[c:7]1[O:8][CH2:9][C:10]([F:11])([F:12])[F:13]. The reactants are COC(=O)[C@H]1CN(CC[C@@H]1C1=CC=C(C=C1)OCCOC1=C(C=C(C=C1Cl)C)Cl)C(=O)OC(C)(C)C ((3R,4S)-4-{4-[2-(2,6-Dichloro-4-methyl-phenoxy)-ethoxy]-phenyl}-piperidine-1,3-dicarboxylic Acid 1-tert-butyl Ester 3-methyl Ester), [OH-].[Na+] (NaOH), Cl (HCl). Run in CO (MeOH). Conditions: temperature 80 celsius, time 8 hour. Product: C(C)(C)(C)OC(=O)N1C[C@@H]([C@H](CC1)C1=CC=C(C=C1)OCCOC1=C(C=C(C=C1Cl)C)Cl)C(=O)O ((3R,4S)-4-{4-[2-(2,6-Dichloro-4-methyl-phenoxy)-ethoxy]-phenyl}-piperidine-1,3-dicarboxylic acid 1-tert-butyl ester). Isolated yield 99.6%. As a reaction SMILES: C[O:2][C:3]([C@@H:5]1[C@@H:10]([C:11]2[CH:16]=[CH:15][C:14]([O:17][CH2:18][CH2:19][O:20][C:21]3[C:26]([Cl:27])=[CH:25][C:24]([CH3:28])=[CH:23][C:22]=3[Cl:29])=[CH:13][CH:12]=2)[CH2:9][CH2:8][N:7]([C:30]([O:32][C:33]([CH3:36])([CH3:35])[CH3:34])=[O:31])[CH2:6]1)=[O:4].[OH-].[Na+].Cl>CO>[C:33]([O:32][C:30]([N:7]1[CH2:8][CH2:9][C@H:10]([C:11]2[CH:16]=[CH:15][C:14]([O:17][CH2:18][CH2:19][O:20][C:21]3[C:26]([Cl:27])=[CH:25][C:24]([CH3:28])=[CH:23][C:22]=3[Cl:29])=[CH:13][CH:12]=2)[C@@H:5]([C:3]([OH:4])=[O:2])[CH2:6]1)=[O:31])([CH3:36])([CH3:34])[CH3:35] |f:1.2|. Reported procedure: A mixture of compound D7 (4.31 g, 8 mmol) in MeOH (50 mL) and aq. 1M NaOH (79 mL) was stirred at 80° C. for 8 h. The mixture was allowed to cool to rt, and aq. 2M HCl (50 mL) was added. The mixture was extracted with EtOAc. The combined org. extracts were washed with brine, dried over MgSO4, filtered, and the solvents were removed under reduced pressure. Drying the residue under high vacuum yielded the crude title compound (4.18 g, quantitative yield). LC-MS: tR=1.12 min, ES+: 524.41. The reactants are [Li]CCCC, FC(F)(F)c1cccc(-c2csc(Cl)n2)c1, CCOC(=O)Cl, C1CCOC1. Yields the product CCOC(=O)c1sc(Cl)nc1-c1cccc(C(F)(F)F)c1. Reaction SMILES: [CH2:17]([Li:18])[CH2:19][CH2:20][CH3:21].[Cl:1][c:2]1[s:3][cH:4][c:5](-[c:7]2[cH:8][c:9]([C:13]([F:14])([F:15])[F:16])[cH:10][cH:11][cH:12]2)[n:6]1.[Cl:22][C:23](=[O:24])[O:25][CH2:26][CH3:27].[O:28]1[CH2:29][CH2:30][CH2:31][CH2:32]1>>[Cl:1][c:2]1[s:3][c:4]([C:23](=[O:24])[O:25][CH2:26][CH3:27])[c:5](-[c:7]2[cH:8][c:9]([C:13]([F:14])([F:15])[F:16])[cH:10][cH:11][cH:12]2)[n:6]1.